Dataset: the Open Reaction Database (ORD), a public repository of structured organic reaction records. Task: describe an organic reaction: reactants, conditions, products, and yield The reactants are [N+](=O)([O-])C=1C=C2C=CN(C2=CC1)CC(=O)N[C@@H](CC1=CC=CC=C1)C(=O)OCC (ethyl N-[(5-nitro-1H-indol-1-yl)acetyl]-L-phenylalaninate), C(C)(C)(C)C1=CC=C(C=C1)S(=O)(=O)Cl (4-tert-butylphenylsulfonyl chloride). Yields the product C(C)(C)(C)C1=CC=C(C=C1)S(=O)(=O)NC=1C=C2C=CN(C2=CC1)CC(=O)N[C@@H](CC1=CC=CC=C1)C(=O)O (N-[(5-{[(4-tert-Butylphenyl)sulfonyl]amino}-1H-indol-1-yl)acetyl]-L-phenylalanine). Reaction SMILES: [N+:1]([C:4]1[CH:5]=[C:6]2[C:10](=[CH:11][CH:12]=1)[N:9]([CH2:13][C:14]([NH:16][C@H:17]([C:25]([O:27]CC)=[O:26])[CH2:18][C:19]1[CH:24]=[CH:23][CH:22]=[CH:21][CH:20]=1)=[O:15])[CH:8]=[CH:7]2)([O-])=O.[C:30]([C:34]1[CH:39]=[CH:38][C:37]([S:40](Cl)(=[O:42])=[O:41])=[CH:36][CH:35]=1)([CH3:33])([CH3:32])[CH3:31]>>[C:30]([C:34]1[CH:39]=[CH:38][C:37]([S:40]([NH:1][C:4]2[CH:5]=[C:6]3[C:10](=[CH:11][CH:12]=2)[N:9]([CH2:13][C:14]([NH:16][C@H:17]([C:25]([OH:27])=[O:26])[CH2:18][C:19]2[CH:24]=[CH:23][CH:22]=[CH:21][CH:20]=2)=[O:15])[CH:8]=[CH:7]3)(=[O:42])=[O:41])=[CH:36][CH:35]=1)([CH3:33])([CH3:31])[CH3:32]. Procedure: The title compound was prepared from ethyl N-[(5-nitro-1H-indol-1-yl)acetyl]-L-phenylalaninate and 4-tert-butylphenylsulfonyl chloride following the procedures of Example 10 Step 4 & Step 5: MS (ESI) m/z 534; MS (ESI) m/z 532.